Dataset: the Open Reaction Database (ORD), a public repository of structured organic reaction records. Task: describe an organic reaction: reactants, conditions, products, and yield The reactants are C[Si](C)(C)C#Cc1cncc(Br)c1, CC(C)(C)C(=O)Cl, Cl[Cu], CN(C)C=O. Yields the product CC(C)(C)C(=O)C#Cc1cncc(Br)c1. Reaction SMILES: [Br:1][c:2]1[cH:3][n:4][cH:5][c:6]([C:8]#[C:9][Si:10]([CH3:11])([CH3:12])[CH3:13])[cH:7]1.[C:14]([C:15]([CH3:16])([CH3:17])[CH3:18])(=[O:19])[Cl:20].[Cl:26][Cu:27].[O:21]=[CH:22][N:23]([CH3:24])[CH3:25]>>[Br:1][c:2]1[cH:3][n:4][cH:5][c:6]([C:8]#[C:9][C:14]([C:15]([CH3:16])([CH3:17])[CH3:18])=[O:19])[cH:7]1.